This data is from the Open Reaction Database (ORD), a public repository of structured organic reaction records. The task is: describe an organic reaction: reactants, conditions, products, and yield Starting materials: CCO, Cl, [Na+], C1CCOC1, [OH-], CCOC(=O)CCc1cn(Cc2ccc(C(=O)NCc3ccc(C(F)(F)F)cc3)cc2)nc1-c1ccccc1. Yields the product O=C(O)CCc1cn(Cc2ccc(C(=O)NCc3ccc(C(F)(F)F)cc3)cc2)nc1-c1ccccc1. As a reaction SMILES: [CH3:42][CH2:43][OH:44].[ClH:45].[Na+:41].[O:46]1[CH2:47][CH2:48][CH2:49][CH2:50]1.[OH-:40].[c:1]1(-[c:7]2[n:8][n:9]([CH2:19][c:20]3[cH:21][cH:22][c:23]([C:26](=[O:27])[NH:28][CH2:29][c:30]4[cH:31][cH:32][c:33]([C:36]([F:37])([F:38])[F:39])[cH:34][cH:35]4)[cH:24][cH:25]3)[cH:10][c:11]2[CH2:12][CH2:13][C:14](=[O:15])[O:16][CH2:17][CH3:18])[cH:2][cH:3][cH:4][cH:5][cH:6]1>>[c:1]1(-[c:7]2[n:8][n:9]([CH2:19][c:20]3[cH:21][cH:22][c:23]([C:26](=[O:27])[NH:28][CH2:29][c:30]4[cH:31][cH:32][c:33]([C:36]([F:37])([F:38])[F:39])[cH:34][cH:35]4)[cH:24][cH:25]3)[cH:10][c:11]2[CH2:12][CH2:13][C:14](=[O:15])[OH:16])[cH:2][cH:3][cH:4][cH:5][cH:6]1. Reactants: O=C(CC1=CC=C(C=C1)S(=O)(=O)N)C (4-(2-oxo-propyl)-benzenesulfonamide), N (ammonia), N1(CCOCC1)CCC1=NN=C(S1)NC(=S)N ([5-(2-Morpholin-4-yl-ethyl)-[1,3,4]thiadiazol-2-yl}-thiourea). Yields the product CC=1N=C(SC1C1=CC=C(C=C1)S(=O)(=O)N)NC=1SC(=NN1)CCN1CCOCC1 (4-{4-Methyl-2-[5-(2-morpholin-4-yl-ethyl)-[1,3,4]thiadiazol-2-ylamino]-thiazol-5-yl}-benzenesulfonamide). As a reaction SMILES: O=[C:2]([CH3:14])[CH2:3][C:4]1[CH:9]=[CH:8][C:7]([S:10]([NH2:13])(=[O:12])=[O:11])=[CH:6][CH:5]=1.N.[N:16]1([CH2:22][CH2:23][C:24]2[S:28][C:27]([NH:29][C:30]([NH2:32])=[S:31])=[N:26][N:25]=2)[CH2:21][CH2:20][O:19][CH2:18][CH2:17]1>>[CH3:14][C:2]1[N:32]=[C:30]([NH:29][C:27]2[S:28][C:24]([CH2:23][CH2:22][N:16]3[CH2:17][CH2:18][O:19][CH2:20][CH2:21]3)=[N:25][N:26]=2)[S:31][C:3]=1[C:4]1[CH:9]=[CH:8][C:7]([S:10]([NH2:13])(=[O:12])=[O:11])=[CH:6][CH:5]=1. Procedure: The titled compound is prepared from 4-(2-oxo-propyl)-benzenesulfonyl chloride (prepared as described in European patent specification EP 91749 A2) following the procedures described in Example 1, using ammonia and [5-(2-morpholin-4-yl-ethyl)-[1,3,4]thiadiazol-2-yl}-thiourea (54c). Starting materials: FC1=CC=C(C=C1)C(C(CC)Br)=O (1-(4-fluorophenyl)-2-bromobutan-1-one), FCCCC(=O)C1=CC=CC=C1 (4-fluorobutyrophenone), CNC (dimethylamine). Solvent: C(C)OCC (diethyl ether), C(C)OCC (diethyl ether). Reaction conditions: time 12 hour. The product is FC1=CC=C(C=C1)C(C(CC)N(C)C)=O (1-(4-Fluorophenyl)-2-dimethylamino-butan-1-one). RXN SMILES: [F:1][C:2]1[CH:7]=[CH:6][C:5]([C:8](=[O:13])[CH:9](Br)[CH2:10][CH3:11])=[CH:4][CH:3]=1.FCCCC(C1C=CC=CC=1)=O.[CH3:26][NH:27][CH3:28]>C(OCC)C>[F:1][C:2]1[CH:7]=[CH:6][C:5]([C:8](=[O:13])[CH:9]([N:27]([CH3:28])[CH3:26])[CH2:10][CH3:11])=[CH:4][CH:3]=1. Procedure: 240 g (0.98 mol) of 1-(4-fluorophenyl)-2-bromobutan-1-one (prepared by bromination of 4-fluorobutyrophenone by the method described in EP-A-3,002) are dissolved in 250 ml of diethyl ether. This solution is slowly added dropwise to a mixture of 265 g (5.87 mol) of dimethylamine in 1250 ml of diethyl ether at 0°. After the mixture has been stirred at 0° for 12 hours, the excess dimethylamine is removed at room temperature by blowing through N2 and the suspension is poured onto water. The ether pha... The reactants are O=C1CCc2cc(C(=O)c3ccccc3)ccc2N1, CO, Cl, [Na+], [OH-], O. The product is O=C1CCc2cc(C(O)c3ccccc3)ccc2N1. RXN SMILES: [C:1]([c:2]1[cH:3][cH:4][cH:5][cH:6][cH:7]1)(=[O:8])[c:9]1[cH:10][c:11]2[c:16]([cH:17][cH:18]1)[NH:15][C:14](=[O:19])[CH2:13][CH2:12]2.[CH3:20][OH:21].[ClH:24].[Na+:23].[OH-:22].[OH2:25]>>[CH:1]([c:2]1[cH:3][cH:4][cH:5][cH:6][cH:7]1)([OH:8])[c:9]1[cH:10][c:11]2[c:16]([cH:17][cH:18]1)[NH:15][C:14](=[O:19])[CH2:13][CH2:12]2. Reactants: O=C([O-])[O-], COC(=O)c1ccc(OCc2ccccc2)c(Br)c1, Cc1ccccc1, CO, [Cs+], [Cs+], OB(O)c1ccc(O)cc1, c1ccc(P(c2ccccc2)(c2ccccc2)[Pd](P(c2ccccc2)(c2ccccc2)c2ccccc2)(P(c2ccccc2)(c2ccccc2)c2ccccc2)P(c2ccccc2)(c2ccccc2)c2ccccc2)cc1. The product is COC(=O)c1ccc(OCc2ccccc2)c(-c2ccc(O)cc2)c1. Reaction SMILES: [C:30](=[O:31])([O-:32])[O-:33].[CH2:11]([c:12]1[cH:13][cH:14][cH:15][cH:16][cH:17]1)[O:18][c:19]1[c:20]([Br:29])[cH:21][c:22]([C:23](=[O:24])[O:25][CH3:26])[cH:27][cH:28]1.[CH3:115][c:116]1[cH:117][cH:118][cH:119][cH:120][cH:121]1.[CH3:36][OH:37].[Cs+:34].[Cs+:35].[OH:1][c:2]1[cH:3][cH:4][c:5]([B:8]([OH:9])[OH:10])[cH:6][cH:7]1.[cH:38]1[cH:39][cH:40][c:41]([P:42]([Pd:43]([P:44]([c:45]2[cH:46][cH:47][cH:48][cH:49][cH:50]2)([c:51]2[cH:52][cH:53][cH:54][cH:55][cH:56]2)[c:57]2[cH:58][cH:59][cH:60][cH:61][cH:62]2)([P:63]([c:64]2[cH:65][cH:66][cH:67][cH:68][cH:69]2)([c:70]2[cH:71][cH:72][cH:73][cH:74][cH:75]2)[c:76]2[cH:77][cH:78][cH:79][cH:80][cH:81]2)[P:82]([c:83]2[cH:84][cH:85][cH:86][cH:87][cH:88]2)([c:89]2[cH:90][cH:91][cH:92][cH:93][cH:94]2)[c:95]2[cH:96][cH:97][cH:98][cH:99][cH:100]2)([c:101]2[cH:102][cH:103][cH:104][cH:105][cH:106]2)[c:107]2[cH:108][cH:109][cH:110][cH:111][cH:112]2)[cH:113][cH:114]1>>[OH:1][c:2]1[cH:3][cH:4][c:5](-[c:20]2[c:19]([O:18][CH2:11][c:12]3[cH:13][cH:14][cH:15][cH:16][cH:17]3)[cH:28][cH:27][c:22]([C:23](=[O:24])[O:25][CH3:26])[cH:21]2)[cH:6][cH:7]1. Reactants: CC(C)Oc1cc(OC2COC(c3ccccc3)OC2)ccc1OC(=O)c1ccccc1, CCOC(C)=O. The product is CC(C)Oc1cc(OC(CO)CO)ccc1OC(=O)c1ccccc1. RXN SMILES: [C:1]([c:2]1[cH:3][cH:4][cH:5][cH:6][cH:7]1)(=[O:8])[O:9][c:10]1[c:11]([O:29][CH:30]([CH3:31])[CH3:32])[cH:12][c:13]([O:16][CH:17]2[CH2:18][O:19][CH:20]([c:23]3[cH:24][cH:25][cH:26][cH:27][cH:28]3)[O:21][CH2:22]2)[cH:14][cH:15]1.[CH3:33][CH2:34][O:35][C:36]([CH3:37])=[O:38]>>[C:1]([c:2]1[cH:3][cH:4][cH:5][cH:6][cH:7]1)(=[O:8])[O:9][c:10]1[c:11]([O:29][CH:30]([CH3:31])[CH3:32])[cH:12][c:13]([O:16][CH:17]([CH2:18][OH:19])[CH2:22][OH:21])[cH:14][cH:15]1. Reactants: CC(C)(C)OC(=O)N1CC(O)C2C1CCN2C(=O)OCc1ccccc1, Fc1ccc(CBr)cc1, [H-], [Na+], CN(C)C=O. Yields the product CC(C)(C)OC(=O)N1CC(OCc2ccc(F)cc2)C2C1CCN2C(=O)OCc1ccccc1. Reaction SMILES: [C:1]([CH3:2])([CH3:3])([CH3:4])[O:5][C:6](=[O:7])[N:8]1[CH:9]2[CH:10]([CH:11]([OH:13])[CH2:12]1)[N:14]([C:17](=[O:18])[O:19][CH2:20][c:21]1[cH:22][cH:23][cH:24][cH:25][cH:26]1)[CH2:15][CH2:16]2.[F:27][c:28]1[cH:29][cH:30][c:31]([CH2:32][Br:33])[cH:34][cH:35]1.[H-:36].[Na+:37].[O:38]=[CH:39][N:40]([CH3:41])[CH3:42]>>[C:1]([CH3:2])([CH3:3])([CH3:4])[O:5][C:6](=[O:7])[N:8]1[CH:9]2[CH:10]([CH:11]([O:13][CH2:32][c:31]3[cH:30][cH:29][c:28]([F:27])[cH:35][cH:34]3)[CH2:12]1)[N:14]([C:17](=[O:18])[O:19][CH2:20][c:21]1[cH:22][cH:23][cH:24][cH:25][cH:26]1)[CH2:15][CH2:16]2. Reactants: N1(CCNCC1)C(C)=O (1-(piperazin-1-yl)ethanone), C1=CN(C=N1)C(=O)N2C=CN=C2 (CDI), CI (methyl iodide). Run in C(Cl)Cl (CH2Cl2), O (water), C1CCOC1 (THF), C(C)#N (acetonitrile). Run at time 24 hour. Yields the product [I-].C(C)(=O)N1CCN(CC1)C(=O)[NH+]1CN(C=C1)C (3-(4-acetyl-piperazine-1-carbonyl)-1-methyl-3H-imidazol-3-ium iodide). The yield is 97.5%. Reaction SMILES: [N:1]1([C:7](=[O:9])[CH3:8])[CH2:6][CH2:5][NH:4][CH2:3][CH2:2]1.C1N=CN([C:15]([N:17]2[CH:21]=[N:20][CH:19]=[CH:18]2)=[O:16])C=1.[CH3:22][I:23]>C1COCC1.C(Cl)Cl.O.C(#N)C>[I-:23].[C:7]([N:1]1[CH2:6][CH2:5][N:4]([C:15]([NH+:17]2[CH:18]=[CH:19][N:20]([CH3:22])[CH2:21]2)=[O:16])[CH2:3][CH2:2]1)(=[O:9])[CH3:8] |f:7.8|. Reported procedure: 1-(piperazin-1-yl)ethanone (143 mg, 1.12 mmol) and CDI (199 mg, 1.23 mmol) were refluxed in THF (10 mL) under argon overnight. Cooled to room temperature, diluted with CH2Cl2 (20 mL) and water (5 mL) and the organic layer filtered through a phase separation tube and concentrated in vacuo. Dissolved in acetonitrile (5 mL) in a glass vial and methyl iodide (0.279 mL, 4.46 mmol) was added. The vial was capped and stood at room temperature for 24 h. The solvent was evaporated in vacuo and the residu...